From a dataset of the Open Reaction Database (ORD), a public repository of structured organic reaction records. describe an organic reaction: reactants, conditions, products, and yield Starting materials: C(C)(C)(C)OC(NCCN1C(NCC1=O)=O)=O ([2-(2,5-Dioxo-imidazolidin-1-yl)-ethyl]-carbamic acid tert-butyl ester), [H-].[H-].[H-].[H-].[Li+].[Al+3] (LiAlH4). The solvent is C1CCOC1 (THF), C1CCOC1 (THF). Reaction conditions: time 16 hour. Yields the product C(C)(C)(C)OC(NCCN1C(NCC1O)=O)=O ([2-(5-Hydroxy-2-oxo-imidazolidin-1-yl)-ethyl]-carbamic acid tert-butyl ester). The yield is 82.2%. RXN SMILES: [C:1]([O:5][C:6](=[O:17])[NH:7][CH2:8][CH2:9][N:10]1[C:14](=[O:15])[CH2:13][NH:12][C:11]1=[O:16])([CH3:4])([CH3:3])[CH3:2].[H-].[H-].[H-].[H-].[Li+].[Al+3]>C1COCC1>[C:1]([O:5][C:6](=[O:17])[NH:7][CH2:8][CH2:9][N:10]1[CH:14]([OH:15])[CH2:13][NH:12][C:11]1=[O:16])([CH3:4])([CH3:2])[CH3:3] |f:1.2.3.4.5.6|. Reported procedure: [2-(2,5-Dioxo-imidazolidin-1-yl)-ethyl]-carbamic acid tert-butyl ester (14.6 g, 60 mmol) was dissolved in THF (1.5 L) and treated with 1.0 M LiAlH4 in THF (77 mL, 77 mmol) added dropwise. The initial vigorous effervescence subsided and the solution became opaque white. The mixture was stirred for 16 h and then quenched (i. 2.0 mL of water; ii. 2.0 mL of 4 M aqueous NaOH; iii. 10 mL of water). The mixture was filtered and the resulting filtrate concentrated to give 12.1 g of solid. This was disso... Reactants: CC(=O)OC(C)=O, CCOC(=O)c1c[nH]c(C=O)c1-c1ccccc1[N+](=O)[O-], Cl, NO, c1ccncc1. Yields the product CCOC(=O)c1c[nH]c(C#N)c1-c1ccccc1[N+](=O)[O-]. RXN SMILES: [CH3:25][C:26]([O:27][C:28](=[O:29])[CH3:30])=[O:31].[CH:1](=[O:2])[c:3]1[c:4](-[c:13]2[c:14]([N+:19](=[O:20])[O-:21])[cH:15][cH:16][cH:17][cH:18]2)[c:5]([C:8](=[O:9])[O:10][CH2:11][CH3:12])[cH:6][nH:7]1.[ClH:22].[NH2:23][OH:24].[cH:32]1[cH:33][cH:34][n:35][cH:36][cH:37]1>>[C:1]([c:3]1[c:4](-[c:13]2[c:14]([N+:19](=[O:20])[O-:21])[cH:15][cH:16][cH:17][cH:18]2)[c:5]([C:8](=[O:9])[O:10][CH2:11][CH3:12])[cH:6][nH:7]1)#[N:23]. The reactants are C(C)(C)(C)OC(C(CC)(C)C#N)=O (2-cyano-2-methyl-butyric acid tert-butyl ester). Reagents/catalysts: [Ni] (Ni). The solvent is CCO (EtOH). Reaction conditions: time 16 hour. Yields the product C(C)(C)(C)OC(C(CC)(C)CN)=O (2-Aminomethyl-2-methyl-butyric acid tert-butyl ester). RXN SMILES: [C:1]([O:5][C:6](=[O:13])[C:7]([C:11]#[N:12])([CH3:10])[CH2:8][CH3:9])([CH3:4])([CH3:3])[CH3:2]>CCO.[Ni]>[C:1]([O:5][C:6](=[O:13])[C:7]([CH2:11][NH2:12])([CH3:10])[CH2:8][CH3:9])([CH3:2])([CH3:3])[CH3:4]. Procedure details: To a slurry of Raney-Ni (2.9 g, 50% in H2O, rinsed 3 times with EtOH before use) in EtOH (40 mL) was added 2-cyano-2-methyl-butyric acid tert-butyl ester (650 mg, 3.55 mmol). The resulting mixture was stirred under a hydrogen atmosphere at room temperature for 16 hours. The liquid was then carefully decanted into another flask and the metal was washed twice with EtOH. The combined EtOH solution was concentrated in vacuo to give the title compound in 600 mg, which was used directly in the subsequ... The reactants are CCOC(C)=O, CN(C)C=O, CCn1nc(C(F)(F)F)c(CSC2=NOC(C)(CCl)C2)c1F, N#C[Na], O. Yields the product CCn1nc(C(F)(F)F)c(CSC2=NOC(C)(CCl)C2)c1C#N. Reaction SMILES: [CH3:27][CH2:28][O:29][C:30](=[O:31])[CH3:32].[CH3:33][N:34]([CH3:35])[CH:36]=[O:37].[Cl:4][CH2:5][C:6]1([CH3:25])[CH2:7][C:8]([S:11][CH2:12][c:13]2[c:14]([C:21]([F:22])([F:23])[F:24])[n:15][n:16]([CH2:19][CH3:20])[c:17]2[F:18])=[N:9][O:10]1.[Na:1][C:2]#[N:3].[OH2:26]>>[C:2](#[N:3])[c:17]1[c:13]([CH2:12][S:11][C:8]2=[N:9][O:10][C:6]([CH2:5][Cl:4])([CH3:25])[CH2:7]2)[c:14]([C:21]([F:22])([F:23])[F:24])[n:15][n:16]1[CH2:19][CH3:20]. The reactants are BrC=1C=C2C(=NNC(C2=CC1)=O)Cl (6-bromo-4-chloro-2H-phthalazin-1-one), N1(C=NC=C1)C1=C(CN)C=CC=C1 (2-imidazol-1-yl-benzylamine), C=1C=CC(=CC1)P(C=2C=CC=CC2)C3=CC=C4C=CC=CC4=C3C5=C6C=CC=CC6=CC=C5P(C=7C=CC=CC7)C=8C=CC=CC8 (rac-BINAP), CC(C)(C)[O-].[Na+] (NaOtBu). Reagents/catalysts: C=1C=CC(=CC1)/C=C/C(=O)/C=C/C2=CC=CC=C2.C=1C=CC(=CC1)/C=C/C(=O)/C=C/C2=CC=CC=C2.C=1C=CC(=CC1)/C=C/C(=O)/C=C/C2=CC=CC=C2.[Pd].[Pd] (Pd2(dba)3). Run in CC(=O)N(C)C (DMA), CCOC(=O)C (EtOAc). The product is ClC1=NNC(C2=CC=C(C=C12)NCC1=C(C=CC=C1)N1C=NC=C1)=O (4-chloro-6-(2-imidazol-1-yl-benzylamino)-2H-phthalazin-1-one). Isolated yield 8.5%. Reaction SMILES: Br[C:2]1[CH:3]=[C:4]2[C:9](=[CH:10][CH:11]=1)[C:8](=[O:12])[NH:7][N:6]=[C:5]2[Cl:13].[N:14]1([C:19]2[CH:26]=[CH:25][CH:24]=[CH:23][C:20]=2[CH2:21][NH2:22])[CH:18]=[CH:17][N:16]=[CH:15]1.C1C=CC(P(C2C(C3C(P(C4C=CC=CC=4)C4C=CC=CC=4)=CC=C4C=3C=CC=C4)=C3C(C=CC=C3)=CC=2)C2C=CC=CC=2)=CC=1.CC([O-])(C)C.[Na+]>CC(N(C)C)=O.CCOC(C)=O.C1C=CC(/C=C/C(/C=C/C2C=CC=CC=2)=O)=CC=1.C1C=CC(/C=C/C(/C=C/C2C=CC=CC=2)=O)=CC=1.C1C=CC(/C=C/C(/C=C/C2C=CC=CC=2)=O)=CC=1.[Pd].[Pd]>[Cl:13][C:5]1[C:4]2[C:9](=[CH:10][CH:11]=[C:2]([NH:22][CH2:21][C:20]3[CH:23]=[CH:24][CH:25]=[CH:26][C:19]=3[N:14]3[CH:18]=[CH:17][N:16]=[CH:15]3)[CH:3]=2)[C:8](=[O:12])[NH:7][N:6]=1 |f:3.4,7.8.9.10.11|. Reported procedure: A mixture 6-bromo-4-chloro-2H-phthalazin-1-one (148 mg, 0.570 mmol), 2-imidazol-1-yl-benzylamine (110 mg, 0.635 mmol), Pd2(dba)3 (53 mg, 0.0578 mmol), rac-BINAP (117 mg, 0.188 mmol) and NaOtBu (227 mg, 2.362 mmol) in DMA (5 mL) was heated at 85° C. for 45 minutes. The mixture was allowed to cool, diluted with EtOAc and washed with water. The organic layer was washed with sat.aq. NaHCO3, brine and dried (Na2SO4). Chromatography on silica (EtOAc/hexanes) afforded 4-chloro-6-(2-imidazol-1-yl-benzyl... The reactants are CC(=O)OCC(=O)Cl, CCOC(C)=O, NCc1ccc2ccn(C3CCN(CCc4ccc(F)cc4)CC3)c2c1, C1CCOC1, O, c1ccncc1. The product is O=C1CCCN1Cc1ccc2ccn(C3CCN(CCc4ccc(F)cc4)CC3)c2c1. As a reaction SMILES: [C:27]([O:28][CH2:29][C:30]([Cl:31])=[O:32])(=[O:33])[CH3:34].[CH3:46][CH2:47][O:48][C:49](=[O:50])[CH3:51].[F:1][c:2]1[cH:3][cH:4][c:5]([CH2:6][CH2:7][N:8]2[CH2:9][CH2:10][CH:11]([n:14]3[cH:15][cH:16][c:17]4[cH:18][cH:19][c:20]([CH2:23][NH2:24])[cH:21][c:22]34)[CH2:12][CH2:13]2)[cH:25][cH:26]1.[O:41]1[CH2:42][CH2:43][CH2:44][CH2:45]1.[OH2:52].[cH:35]1[cH:36][cH:37][n:38][cH:39][cH:40]1>>[F:1][c:2]1[cH:3][cH:4][c:5]([CH2:6][CH2:7][N:8]2[CH2:9][CH2:10][CH:11]([n:14]3[cH:15][cH:16][c:17]4[cH:18][cH:19][c:20]([CH2:23][N:24]5[C:42](=[O:41])[CH2:43][CH2:44][CH2:45]5)[cH:21][c:22]34)[CH2:12][CH2:13]2)[cH:25][cH:26]1. Yields the product Cc1cn(-c2cnc3nnn(Cc4ccc5ncccc5c4)c3n2)cn1. The reactants are Brc1cnc2nnn(Cc3ccc4ncccc4c3)c2n1, Cc1c[nH]cn1, CC#N, O. RXN SMILES: [Br:1][c:2]1[cH:3][n:4][c:5]2[c:6]([n:7]1)[n:8]([CH2:11][c:12]1[cH:13][c:14]3[cH:15][cH:16][cH:17][n:18][c:19]3[cH:20][cH:21]1)[n:9][n:10]2.[CH3:22][c:23]1[n:24][cH:25][nH:26][cH:27]1.[CH3:28][C:29]#[N:30].[OH2:31]>>[c:2]1(-[n:26]2[cH:25][n:24][c:23]([CH3:22])[cH:27]2)[cH:3][n:4][c:5]2[c:6]([n:7]1)[n:8]([CH2:11][c:12]1[cH:13][c:14]3[cH:15][cH:16][cH:17][n:18][c:19]3[cH:20][cH:21]1)[n:9][n:10]2. Reaction conditions: time 65 minute. Solvent: C(Cl)Cl (CH2Cl2), C(Cl)Cl (CH2Cl2). Starting materials: ( m ), COC=1C(NC2=C(C(C1)=O)C(=CC=C2)C)=O (3-methoxy-6-methyl-1H-1-benzazepine-2,5-dione), B(Br)(Br)Br (BBr3), ( m ), [K+].[Br-] (KBr), ( s ), ( m ), ( s ), ( s ), C(=O)(O)[O-].[Na+] (NaHCO3), ( m ). Procedure: To a stirred solution of 3-methoxy-6-methyl-1H-1-benzazepine-2,5-dione (350 mg, 1.61 mmol) in dry CH2Cl2 (25 mL, distilled from CaH2) under N2, there was added a solution of BBr3 in CH2Cl2 (5 mL, 1M, Aldrich) in one portion over 30 seconds at rt. The reaction solution immediately became orange, then an orange precipitate formed during the addition. The reaction was allowed to stir under N2 at rt for 65 min. The reaction was added to saturated NaHCO3 (50 mL) and the resulting mixture was vigorous... RXN SMILES: C[O:2][C:3]1[C:4](=[O:16])[NH:5][C:6]2[CH:14]=[CH:13][CH:12]=[C:11]([CH3:15])[C:7]=2[C:8](=[O:10])[CH:9]=1.B(Br)(Br)Br.C([O-])(O)=O.[Na+].[K+].[Br-]>C(Cl)Cl>[OH:2][C:3]1[C:4](=[O:16])[NH:5][C:6]2[CH:14]=[CH:13][CH:12]=[C:11]([CH3:15])[C:7]=2[C:8](=[O:10])[CH:9]=1 |f:2.3,4.5|. Product: OC=1C(NC2=C(C(C1)=O)C(=CC=C2)C)=O (3-Hydroxy-6-methyl-1H-1-benzazepine-2,5-dione). The reactants are SCCO (2-mercaptoethanol), SCCO (2-mercaptoethanol), N(CCO)(CCO)CCO (triethanolamine), C1(=CC=C(C=C1)S(=O)(=O)Cl)S(=O)(=O)Cl (1,4-benzenedisulfonyl chloride). The reagents and catalysts are N(CCO)(CCO)CCO (triethanolamine). Conditions: time 10 minute. The product is C1(=CC=C(C=C1)S(=O)(=O)Cl)S(=O)(=O)Cl.SCCO (1,4-benzenedisulfonylchloride 2-mercaptoethanol). As a reaction SMILES: [SH:1][CH2:2][CH2:3][OH:4].N(CCO)(CCO)CCO.[C:15]1([S:25]([Cl:28])(=[O:27])=[O:26])[CH:20]=[CH:19][C:18]([S:21]([Cl:24])(=[O:23])=[O:22])=[CH:17][CH:16]=1>N(CCO)(CCO)CCO>[C:15]1([S:25]([Cl:28])(=[O:26])=[O:27])[CH:16]=[CH:17][C:18]([S:21]([Cl:24])(=[O:22])=[O:23])=[CH:19][CH:20]=1.[SH:1][CH2:2][CH2:3][OH:4] |f:4.5|. Procedure details: Next, in the mixing section 22, the mixed vapor atmosphere of 2-mercaptoethanol and triethanolamine was cooled, and the introduced base particles were exposed thereto for 10 minutes. Consequently, a polymerization reaction using triethanolamine as a catalyst took place on the surface of the base particles between 1,4-benzenedisulfonyl chloride and 2-mercaptoethanol, forming a film of 1,4-benzenedisulfonylchloride-2-mercaptoethanol co-polymer. Starting materials: O (water), BrC(C(=O)C1=CC=C(C=C1)C)C1=CC=C(C=C1)SC (2-bromo-2-(4-methylthiophenyl)-1-(4-methylphenyl)ethanone), C(C)#N (acetonitrile), ClC1=C(C(=S)N)C=CC=C1 (2-Chlorothiobenzamide). Solvent: C(C)(=O)OCC (ethyl acetate). Yields the product ClC1=C(C=CC=C1)C=1SC(=C(N1)C1=CC=C(C=C1)C)C1=CC=C(C=C1)SC (2-(2-chlorophenyl)-4-(4-methylphenyl)-5-(4-methylthiophenyl)thiazole). Isolated yield 77.8%. Reaction SMILES: Br[CH:2]([C:12]1[CH:17]=[CH:16][C:15]([S:18][CH3:19])=[CH:14][CH:13]=1)[C:3]([C:5]1[CH:10]=[CH:9][C:8]([CH3:11])=[CH:7][CH:6]=1)=O.C(#N)C.[Cl:23][C:24]1[CH:32]=[CH:31][CH:30]=[CH:29][C:25]=1[C:26]([NH2:28])=[S:27].O>C(OCC)(=O)C>[Cl:23][C:24]1[CH:32]=[CH:31][CH:30]=[CH:29][C:25]=1[C:26]1[S:27][C:2]([C:12]2[CH:17]=[CH:16][C:15]([S:18][CH3:19])=[CH:14][CH:13]=2)=[C:3]([C:5]2[CH:10]=[CH:9][C:8]([CH3:11])=[CH:7][CH:6]=2)[N:28]=1. Procedure details: A 100 mL one-neck round-bottom flask equipped for magnetic stirring was charged with 2-bromo-2-(4-methylthiophenyl)-1(4-methylphenyl)ethanone from Step 3 (0.300 g, 0.895 mmol) and acetonitrile (20 mL). 2-Chlorothiobenzamide (0.154 g, 0.895 mmol) was added, and the suspension was heated and held at reflux for three hours. The reaction was cooled to room temperature, diluted with ethyl acetate (50 mL) and poured into water(50 mL). The layers were separated, and the aqueous layer was extracted with...